describe an organic reaction: reactants, conditions, products, and yield From a dataset of the Open Reaction Database (ORD), a public repository of structured organic reaction records. Reactants: ClC1=C(C(=O)N2C3=C(C(CCC2)=O)SC=C3)C=CC(=C1)[N+](=O)[O-] (4-(2-chloro-4-nitrobenzoyl)-4,5,6,7-tetrahydro-8H-thieno[3,2-b]azepin-8-one), C(C)O (ethanol), [Cl-].[NH4+] (ammonium chloride), [BH4-].[Na+] (sodium borohydride). Solvent: O1CCCC1 (tetrahydrofuran). Conditions: temperature 0 celsius, time 1 hour. Yields the product ClC1=C(C(=O)N2C3=C(C(CCC2)O)SC=C3)C=CC(=C1)[N+](=O)[O-] (4-(2-Chloro-4-nitrobenzoyl)-8-hydroxy-5,6,7,8-tetrahydro-4H-thieno[3,2-b]azepine). As a reaction SMILES: [Cl:1][C:2]1[CH:20]=[C:19]([N+:21]([O-:23])=[O:22])[CH:18]=[CH:17][C:3]=1[C:4]([N:6]1[CH2:12][CH2:11][CH2:10][C:9](=[O:13])[C:8]2[S:14][CH:15]=[CH:16][C:7]1=2)=[O:5].C(O)C.[BH4-].[Na+].[Cl-].[NH4+]>O1CCCC1>[Cl:1][C:2]1[CH:20]=[C:19]([N+:21]([O-:23])=[O:22])[CH:18]=[CH:17][C:3]=1[C:4]([N:6]1[CH2:12][CH2:11][CH2:10][CH:9]([OH:13])[C:8]2[S:14][CH:15]=[CH:16][C:7]1=2)=[O:5] |f:2.3,4.5|. Procedure details: To a solution of 1.0 g of 4-(2-chloro-4-nitrobenzoyl)-4,5,6,7-tetrahydro-8H-thieno[3,2-b]azepin-8-one in 10 ml of tetrahydrofuran is added 1 ml of ethanol and the mixture cooled to 0° C. To the mixture is added 0.129 g of sodium borohydride in portions and the mixture is stirred at 0° C. for 1 hour. To the mixture is added slowly 4.2 ml of saturated ammonium chloride solution at 0° C. After stirring at room temperature for 10 minutes, the solvent is removed under vacuum and 80 ml of ethyl acetat... Starting materials: NC1=C(NC2=C(SC=C2)C(=O)OC)C=CC(=C1)F (Methyl 3-(2-amino-4-fluoroanilino)-thiophene-2-carboxylate), NC1=C(NC2=C(C3=C(S2)CCCC3)C(=O)OCC)C=CC(=C1)F (Ethyl 2-(2-amino-4-fluoroanilino)4,5,6,7-tetrahydrobenzo[b]thiophene-3-carboxylate). Product: FC=1C=CC2=C(NC(C3=C(N2)C=CS3)=O)C1 (9,10-Dihydro-7-fluoro-4H-thieno[3,2-b][1,5]benzodiazepin-10-one). Reaction SMILES: [NH2:1][C:2]1[CH:17]=[C:16]([F:18])[CH:15]=[CH:14][C:3]=1[NH:4][C:5]1[CH:9]=[CH:8][S:7][C:6]=1[C:10](OC)=[O:11].NC1C=C(F)C=CC=1NC1SC2CCCCC=2C=1C(OCC)=O>>[F:18][C:16]1[CH:15]=[CH:14][C:3]2[NH:4][C:5]3[CH:9]=[CH:8][S:7][C:6]=3[C:10](=[O:11])[NH:1][C:2]=2[CH:17]=1. Procedure: Methyl 3-(2-amino-4-fluoroanilino)-thiophene-2-carboxylate, m.p. 225°-230° C. (EtOAc). Starting materials: C(=O)([O-])[O-].[K+].[K+] (K2CO3), FC(C(=O)O)(F)F (trifluoroacetic acid), C(=O)([O-])[O-].[K+].[K+] (K2CO3), C=1C=CC(=CC1)P(=O)(C=2C=CC=CC2)N=[N+]=[N-] (DPPA), [C@@H]1(CC=CCC1)C(=O)O (3-cyclohexene-1(R)-carboxylic acid). Reagents/catalysts: Cl[Cu] (CuCl). The solvent is ClC1=CC=CC=C1 (chlorobenzene), C(C)N(CC)CC (triethylamine), ClC1=CC=CC=C1 (chlorobenzene), ClC1=CC=CC=C1 (chlorobenzene). Run at temperature 80 celsius. The product is [C@@H]1(CC=CCC1)NC(C(F)(F)F)=O (N-(Cyclohex-3-en-1(R)-yl)-2,2,2-trifluoro-acetamide). As a reaction SMILES: [C@@H:1]1(C(O)=O)[CH2:6][CH2:5][CH:4]=[CH:3][CH2:2]1.C1C=CC(P([N:24]=[N+]=[N-])(C2C=CC=CC=2)=O)=CC=1.[F:27][C:28]([F:33])([F:32])[C:29](O)=[O:30].C([O-])([O-])=O.[K+].[K+]>ClC1C=CC=CC=1.Cl[Cu].C(N(CC)CC)C>[C@@H:1]1([NH:24][C:29](=[O:30])[C:28]([F:33])([F:32])[F:27])[CH2:6][CH2:5][CH:4]=[CH:3][CH2:2]1 |f:3.4.5|. Reported procedure: 50 g of 3-cyclohexene-1(R)-carboxylic acid and 425 ml of chlorobenzene were charged to a flask at 20-25° C. and the mixture obtained was stirred. To the mixture obtained 110 ml of triethylamine was added dropwise followed by 25 ml of chlorobenzene. The mixture obtained was warmed to 78 to 82° C. and 109.2 g of DPPA was added in a dose controlled fashion, maintaining the temperature at 80 to 90° C. and steady gas evolution and a 20 ml of chlorobenzene line rinse was given. The mixture obtained wa... The reactants are C1CCOC1, CNOC, Cc1ccc(C(=O)Cl)cc1, Cl. Product: CON(C)C(=O)c1ccc(C)cc1. RXN SMILES: [CH2:16]1[O:17][CH2:18][CH2:19][CH2:20]1.[CH3:2][NH:3][O:4][CH3:5].[CH3:6][c:7]1[cH:8][cH:9][c:10]([C:11](=[O:12])[Cl:13])[cH:14][cH:15]1.[ClH:1]>>[CH3:2][N:3]([O:4][CH3:5])[C:11]([c:10]1[cH:9][cH:8][c:7]([CH3:6])[cH:15][cH:14]1)=[O:12]. The reactants are ClC=1C=C(C=CC1)C(CNC(CC1=CC2=C(OC(O2)(C(=O)O)C(=O)O)C=C1)C)O (5-{2-[2-(3-chloro-phenyl)-2-hydroxy-ethylamino]-propyl}-benzo[1,3]dioxole-2,2-dicarboxylic acid), C(CCCCCCCC)O (1-nonanol). Product: C(CCCCCCCC)OC(=O)C1(OC2=C(O1)C=CC(=C2)CC(C)NCC(O)C2=CC(=CC=C2)Cl)C(=O)OCCCCCCCCC (5-{2-[2-(3-Chloro-phenyl)-2-hydroxy-ethylamino]-propyl}-benzo[1,3]dioxole-2,2-dicarboxylic acid dinonyl ester), O(CC)CC.Cl (Et2O hydrochloride). RXN SMILES: [Cl:1][C:2]1[CH:3]=[C:4]([CH:8]([OH:29])[CH2:9][NH:10][CH:11]([CH3:28])[CH2:12][C:13]2[CH:27]=[CH:26][C:16]3[O:17][C:18]([C:23]([OH:25])=[O:24])([C:20]([OH:22])=[O:21])[O:19][C:15]=3[CH:14]=2)[CH:5]=[CH:6][CH:7]=1.[CH2:30](O)[CH2:31][CH2:32][CH2:33][CH2:34][CH2:35][CH2:36][CH2:37][CH3:38]>>[CH2:30]([O:24][C:23]([C:18]1([C:20]([O:22][CH2:28][CH2:11][CH2:12][CH2:13][CH2:14][CH2:15][CH2:16][CH2:26][CH3:27])=[O:21])[O:17][C:16]2[CH:26]=[CH:27][C:13]([CH2:12][CH:11]([NH:10][CH2:9][CH:8]([C:4]3[CH:5]=[CH:6][CH:7]=[C:2]([Cl:1])[CH:3]=3)[OH:29])[CH3:28])=[CH:14][C:15]=2[O:19]1)=[O:25])[CH2:31][CH2:32][CH2:33][CH2:34][CH2:35][CH2:36][CH2:37][CH3:38].[O:17]([CH2:18][CH3:20])[CH2:16][CH3:15].[ClH:1] |f:3.4|. Reported procedure: The title compound was prepared from 5-{2-[2-(3-chloro-phenyl)-2-hydroxy-ethylamino]-propyl}-benzo[1,3]dioxole-2,2-dicarboxylic acid and 1-nonanol as a brown gum according to the procedure of Example 1, leaving out the final HCl(g) /Et2O hydrochloride salt forming step: 1H NMR (300 MHz, CDCl3): δ 0.88 (t, J=6.8 Hz, 9H), 1.25-1.40 (m, 22H), 1.54-1.60 (m, 2H), 1.63-1.74 (m, 4H), 2.79 (brt, J=8.8 Hz, 1H), 3.08-3.30 (m, 2H), 3.40-3.55 (m, 2H), 4.28 (t, J=6.8 Hz, 4H), 5.46 (d, J=8.7 Hz, 1H), 6.70-6.9... Starting materials: N=1N=CN2N=C(C=CC21)C=2C=C(C=CC2)NC(OC)=O (3-(1,2,4-triazolo[4,3-b]pyridazin-6-yl)phenyl carbamic acid, methyl ester), [H-].[Na+] (sodium hydride), CI (methyl iodide). Solvent: CN(C=O)C (dimethylformamide). Conditions: time 1 hour. The product is CN(C(OC)=O)C1=CC(=CC=C1)C=1C=CC=2N(N1)C=NN2 (Methyl-[3-(1,2,4-triazolo[4,3-b]pyridazin 6-yl)phenyl]carbamic acid, methyl ester). As a reaction SMILES: [N:1]1[N:2]=[CH:3][N:4]2[C:9]=1[CH:8]=[CH:7][C:6]([C:10]1[CH:11]=[C:12]([NH:16][C:17](=[O:20])[O:18][CH3:19])[CH:13]=[CH:14][CH:15]=1)=[N:5]2.[H-].[Na+].[CH3:23]I>CN(C)C=O>[CH3:23][N:16]([C:12]1[CH:13]=[CH:14][CH:15]=[C:10]([C:6]2[CH:7]=[CH:8][C:9]3[N:4]([CH:3]=[N:2][N:1]=3)[N:5]=2)[CH:11]=1)[C:17](=[O:20])[O:18][CH3:19] |f:1.2|. Procedure details: A mixture of 2.25 g of [3-(1,2,4-triazolo[4,3-b]pyridazin-6-yl)phenyl carbamic acid, methyl ester, 0.42 g of sodium hydride (50% in oil) and 200 ml of dimethylformamide was stirred under argon, for 1 hour and then 0.55 ml of methyl iodide was added. This mixture was stirred overnight, then treated as described in Example 1, giving 1.3 g of the desired product as tan crystals, mp 195°-199° C. Starting materials: ClC1=CC=C(C=C1)C1=NC=2C(=NC=CC2)N1CC(=O)NCCN(CC)CC (2-(4-chlorophenyl)-N-[2-(diethylamino)ethyl]-3H-imidazo[4,5-b]-pyridine-3-acetamide), Cl (hydrogen chloride). Solvent: C(C)(C)O (isopropyl alcohol). Product: O.Cl.ClC1=CC=C(C=C1)C1=NC=2C(=NC=CC2)N1CC(=O)NCCN(CC)CC (2-(4-Chlorophenyl)-N-[2-(diethylamino)ethyl]-3H-imidazo[4,5-b]pyridine-3-acetamide hydrochloride hydrate). Isolated yield 178.4%. Reaction SMILES: [Cl:1][C:2]1[CH:7]=[CH:6][C:5]([C:8]2[N:16]([CH2:17][C:18]([NH:20][CH2:21][CH2:22][N:23]([CH2:26][CH3:27])[CH2:24][CH3:25])=[O:19])[C:11]3=[N:12][CH:13]=[CH:14][CH:15]=[C:10]3[N:9]=2)=[CH:4][CH:3]=1.Cl>C(O)(C)C>[OH2:19].[ClH:1].[Cl:1][C:2]1[CH:7]=[CH:6][C:5]([C:8]2[N:16]([CH2:17][C:18]([NH:20][CH2:21][CH2:22][N:23]([CH2:26][CH3:27])[CH2:24][CH3:25])=[O:19])[C:11]3=[N:12][CH:13]=[CH:14][CH:15]=[C:10]3[N:9]=2)=[CH:4][CH:3]=1 |f:3.4.5|. Reported procedure: A solution of crude 2-(4-chlorophenyl)-N-[2-(diethylamino)ethyl]-3H-imidazo[4,5-b]-pyridine-3-acetamide (3.21 g, 0.0112 mole) in hot isopropyl alcohol was treated with ethereal hydrogen chloride until acidic. The solution was evaporated to dryness, the residue dissolved in hot isopropyl alcohol and the solution was filtered while hot. Solid precipitated upon cooling to room temperature. Isopropyl ether was added and the solid was collected by filtration and rinsed with isopropyl ether. The solid...